Dataset: the Open Reaction Database (ORD), a public repository of structured organic reaction records. Task: describe an organic reaction: reactants, conditions, products, and yield Reactants: C(C1=CC=CC=C1)OC1=CC=C(C=C1OC)C(O)C=1C=NC=CC1 (alpha-[4-(benzyloxy)-5-methoxyphenyl]-3-pyridinemethanol), [Mn](=O)(=O)(=O)[O-].[K+] (potassium permanganate), [Mn](=O)(=O)(=O)[O-].[K+] (potassium permanganate). Procedure: ba) 3.2 g of alpha-[4-(benzyloxy)-5-methoxyphenyl]-3-pyridinemethanol suspended in 50 ml of water are treated with 2.5 g of potassium permanganate, whereupon the mixture is stirred at 90° for 30 minutes After adding a further 1.0 g of potassium permanganate and stirring for a further 30 minutes at 90° the mixture is cooled to room temperature and extracted twice with 150 ml of ethyl acetate each time. The combined ethyl acetate phases are washed with sodium chloride solution, dried over sodium s... As a reaction SMILES: [CH2:1]([O:8][C:9]1[C:14]([O:15][CH3:16])=[CH:13][C:12]([CH:17]([C:19]2[CH:20]=[N:21][CH:22]=[CH:23][CH:24]=2)[OH:18])=[CH:11][CH:10]=1)[C:2]1[CH:7]=[CH:6][CH:5]=[CH:4][CH:3]=1.[Mn]([O-])(=O)(=O)=O.[K+]>O>[N:21]1[CH:22]=[CH:23][CH:24]=[C:19]([C:17]([C:12]2[CH:11]=[CH:10][C:9]([O:8][CH2:1][C:2]3[CH:7]=[CH:6][CH:5]=[CH:4][CH:3]=3)=[C:14]([O:15][CH3:16])[CH:13]=2)=[O:18])[CH:20]=1 |f:1.2|. The solvent is O (water). Product: N1=CC(=CC=C1)C(=O)C1=CC(=C(C=C1)OCC1=CC=CC=C1)OC (4-(benzyloxy)-3-methoxyphenyl 3-pyridyl ketone). Reaction conditions: time 30 minute. The reactants are N#N (N2), C1(CC1)N1C=NC2=C1C(=CC(=C2)B2OC(C(O2)(C)C)(C)C)O[C@H](C)[C@@H]2CC(NC2)=O ((R)-4-((R)-1-((1-cyclopropyl-5-(4,4,5,5-tetramethyl-1,3,2-dioxaborolan-2-yl)-1H-benzo[d]imidazol-7-yl)oxy)ethyl)pyrrolidin-2-one), BrC1=CN=C(S1)C1CCOCC1 (5-bromo-2-(tetrahydro-2H-pyran-4-yl)thiazole), C(=O)([O-])[O-].[Na+].[Na+] (Na2CO3). The reagents and catalysts are C=1C=CC(=CC1)[P](C=2C=CC=CC2)(C=3C=CC=CC3)[Pd]([P](C=4C=CC=CC4)(C=5C=CC=CC5)C=6C=CC=CC6)([P](C=7C=CC=CC7)(C=8C=CC=CC8)C=9C=CC=CC9)[P](C=1C=CC=CC1)(C=1C=CC=CC1)C=1C=CC=CC1 (Pd(PPh3)4). Solvent: COCCOC (1,2-dimethoxyethane), C(Cl)Cl (DCM). Conditions: temperature 100 celsius. The product is C1(CC1)N1C=NC2=C1C(=CC(=C2)C2=CN=C(S2)C2CCOCC2)O[C@H](C)[C@@H]2CC(NC2)=O ((R)-4-((R)-1-((1-cyclopropyl-5-(2-(tetrahydro-2H-pyran-4-yl)thiazol-5-yl)-1H-benzo[d]imidazol-7-yl)oxy)ethyl)pyrrolidin-2-one). Yield: 52.3%. Reaction SMILES: [CH:1]1([N:4]2[C:8]3[C:9]([O:22][C@@H:23]([C@H:25]4[CH2:29][NH:28][C:27](=[O:30])[CH2:26]4)[CH3:24])=[CH:10][C:11](B4OC(C)(C)C(C)(C)O4)=[CH:12][C:7]=3[N:6]=[CH:5]2)[CH2:3][CH2:2]1.Br[C:32]1[S:36][C:35]([CH:37]2[CH2:42][CH2:41][O:40][CH2:39][CH2:38]2)=[N:34][CH:33]=1.C([O-])([O-])=O.[Na+].[Na+].N#N>C1C=CC([P]([Pd]([P](C2C=CC=CC=2)(C2C=CC=CC=2)C2C=CC=CC=2)([P](C2C=CC=CC=2)(C2C=CC=CC=2)C2C=CC=CC=2)[P](C2C=CC=CC=2)(C2C=CC=CC=2)C2C=CC=CC=2)(C2C=CC=CC=2)C2C=CC=CC=2)=CC=1.C(Cl)Cl.COCCOC>[CH:1]1([N:4]2[C:8]3[C:9]([O:22][C@@H:23]([C@H:25]4[CH2:29][NH:28][C:27](=[O:30])[CH2:26]4)[CH3:24])=[CH:10][C:11]([C:32]4[S:36][C:35]([CH:37]5[CH2:42][CH2:41][O:40][CH2:39][CH2:38]5)=[N:34][CH:33]=4)=[CH:12][C:7]=3[N:6]=[CH:5]2)[CH2:2][CH2:3]1 |f:2.3.4,^1:54,56,75,94|. Reported procedure: To a microwave tube equipped with a stirring bar, (R)-4-((R)-1-((1-cyclopropyl-5-(4,4,5,5-tetramethyl-1,3,2-dioxaborolan-2-yl)-1H-benzo[d]imidazol-7-yl)oxy)ethyl)pyrrolidin-2-one (100 mg, 0.243 mmol), 5-bromo-2-(tetrahydro-2H-pyran-4-yl)thiazole (65.5 mg, 0.264 mmol), 1,2-dimethoxyethane (2 mL), 1 N Na2CO3 aqueous solution (0.60 mL, 0.60 mmol) were added, the mixture was bubbled N2 for 5 minutes before Pd(PPh3)4 (11.6 mg, 0.01 mmol) was added. The tube was sealed and heated in an oil bath at 100... Reactants: FC(CN1C(C2=CC(=CC=C2C=C1)S[Si](C(C)C)(C(C)C)C(C)C)=O)(F)F (2-(2,2,2-trifluoroethyl)-7-((triisopropylsilyl)sulfanyl)isoquinolin-1(2H)-one). Solvent: Cl (hydrochloric acid), CO (methanol), O1CCCC1 (tetrahydrofuran). Reaction conditions: time 2 hour. Yields the product FC(CN1C(C2=CC(=CC=C2C=C1)S)=O)(F)F (2-(2,2,2-trifluoroethyl)-7-mercaptoisoquinolin-1(2H)-one). RXN SMILES: [F:1][C:2]([F:27])([F:26])[CH2:3][N:4]1[CH:13]=[CH:12][C:11]2[C:6](=[CH:7][C:8]([S:14][Si](C(C)C)(C(C)C)C(C)C)=[CH:9][CH:10]=2)[C:5]1=[O:25]>Cl.CO.O1CCCC1>[F:27][C:2]([F:1])([F:26])[CH2:3][N:4]1[CH:13]=[CH:12][C:11]2[C:6](=[CH:7][C:8]([SH:14])=[CH:9][CH:10]=2)[C:5]1=[O:25]. Procedure details: 2-(2,2,2-trifluoroethyl)-7-((triisopropylsilyl)sulfanyl)isoquinolin-1(2H)-one was dissolved in a solution of hydrochloric acid in methanol (2 ml) and tetrahydrofuran (2 ml) and stirred at room temperature for 2 hours or until disappearance of starting material. Reaction mixture was concentrated to give the desired material (quant yield). Starting materials: FC1=CC=C(C=C1)C1=C(N=C(N1/C=C/C(=O)OC)C(C)C)C1=CC=NC=C1 (methyl (E)-3-[5-(4-fluorophenyl)-2-(1-methylethyl)-4-(4-pyridinyl)-1H-imidazol-1-yl]-2-propenoate), 1'-oxide, [H-].C(C(C)C)[Al+]CC(C)C (diisobutylaluminium hydride), O (water), C(C)(=O)OCC (ethyl acetate). Solvent: C1(=CC=CC=C1)C (toluene). Run at time 1 hour. The product is FC1=CC=C(C=C1)C1=C(N=C(N1/C=C/CO)C(C)C)C1=CC=NC=C1 ((E)-3-[5-(4-Fluorophenyl)-2-(1-methylethyl)-4-(4-pyridinyl)-1H-imidazol-1-yl]-2-propenol). As a reaction SMILES: [F:1][C:2]1[CH:7]=[CH:6][C:5]([C:8]2[N:12](/[CH:13]=[CH:14]/[C:15](OC)=[O:16])[C:11]([CH:19]([CH3:21])[CH3:20])=[N:10][C:9]=2[C:22]2[CH:27]=[CH:26][N:25]=[CH:24][CH:23]=2)=[CH:4][CH:3]=1.[H-].C([Al+]CC(C)C)C(C)C.O.C(OCC)(=O)C>C1(C)C=CC=CC=1>[F:1][C:2]1[CH:7]=[CH:6][C:5]([C:8]2[N:12](/[CH:13]=[CH:14]/[CH2:15][OH:16])[C:11]([CH:19]([CH3:21])[CH3:20])=[N:10][C:9]=2[C:22]2[CH:23]=[CH:24][N:25]=[CH:26][CH:27]=2)=[CH:4][CH:3]=1 |f:1.2|. Procedure details: A stirred suspension in toluene of methyl (E)-3-[5-(4-fluorophenyl)-2-(1-methylethyl)-4-(4-pyridinyl)-1H-imidazol-1-yl]-2-propenoate, 1'-oxide, (0.22 g), at -78° under nitrogen was treated with diisobutylaluminium hydride (1.5M in toluene; 0.8 ml). The mixture was stirred at -40° for 1 h and then allowed to warm to 0° before addition of water (1 ml) and ethyl acetate (20 ml). After stirring for 0.5 h the organic layer was separated, washed with brine, dried and evaporated to dryness. The residue...